Dataset: the Open Reaction Database (ORD), a public repository of structured organic reaction records. Task: describe an organic reaction: reactants, conditions, products, and yield Procedure details: A stirred suspension of N-(2-bromo(1,3-thiazol-4-yl)){[6-(piperidylmethyl)(2-pyridyl)]amino}carboxamide (2.23 g, 5.64 mmol), 4-methoxyphenylboronic acid (0.94 g, 6.21 mmol), PdCl2(dppf)2 (0.46 g, 0.56 mmol) and Na2CO3 (2.10 g, 17.0 mmol) in ethylene glycol dimethyl ether (25 ml) and H2O (8 ml) was heated at reflux for 12 h. After cooling to RT the mixture was filtered through Celite®. The filtrate was concentrated under reduced pressure. The crude product was purified by flash chromatography on ... Reactants: BrC=1SC=C(N1)NC(=O)NC1=NC(=CC=C1)CN1CCCCC1 (N-(2-bromo(1,3-thiazol-4-yl)){[6-(piperidylmethyl)(2-pyridyl)]amino}carboxamide), COC1=CC=C(C=C1)B(O)O (4-methoxyphenylboronic acid), C(=O)([O-])[O-].[Na+].[Na+] (Na2CO3). Yields the product COC1=CC=C(C=C1)C=1SC=C(N1)NC(=O)NC1=NC(=CC=C1)CN1CCCCC1 (1-[2-(4-Methoxyphenyl)thiazol-4-yl]-3-(6-piperidin-1-ylmethyl-pyridin-2-yl)urea). The reagents and catalysts are C1=CC=C(C=C1)P([C-]2C=CC=C2)C3=CC=CC=C3.C1=CC=C(C=C1)P([C-]2C=CC=C2)C3=CC=CC=C3.Cl[Pd]Cl.[Fe+2] (PdCl2(dppf)2). The solvent is COCCOC (ethylene glycol dimethyl ether), O (H2O). As a reaction SMILES: Br[C:2]1[S:3][CH:4]=[C:5]([NH:7][C:8]([NH:10][C:11]2[CH:16]=[CH:15][CH:14]=[C:13]([CH2:17][N:18]3[CH2:23][CH2:22][CH2:21][CH2:20][CH2:19]3)[N:12]=2)=[O:9])[N:6]=1.[CH3:24][O:25][C:26]1[CH:31]=[CH:30][C:29](B(O)O)=[CH:28][CH:27]=1.C([O-])([O-])=O.[Na+].[Na+]>COCCOC.O.C1C=CC(P(C2C=CC=CC=2)[C-]2C=CC=C2)=CC=1.C1C=CC(P(C2C=CC=CC=2)[C-]2C=CC=C2)=CC=1.Cl[Pd]Cl.[Fe+2]>[CH3:24][O:25][C:26]1[CH:31]=[CH:30][C:29]([C:2]2[S:3][CH:4]=[C:5]([NH:7][C:8]([NH:10][C:11]3[CH:16]=[CH:15][CH:14]=[C:13]([CH2:17][N:18]4[CH2:23][CH2:22][CH2:21][CH2:20][CH2:19]4)[N:12]=3)=[O:9])[N:6]=2)=[CH:28][CH:27]=1 |f:2.3.4,7.8.9.10|. Reactants: CCCCO, CCOC(C)=O, CCN(C(C)C)C(C)C, CC(C)Oc1cc(Nc2nc(Cl)ccc2[N+](=O)[O-])n[nH]1, Cl, CC(N)c1ccc(F)cn1. Yields the product CC(C)Oc1cc(Nc2nc(NC(C)c3ccc(F)cn3)ccc2[N+](=O)[O-])n[nH]1. As a reaction SMILES: [CH2:41]([OH:42])[CH2:43][CH2:44][CH3:45].[CH3:46][CH2:47][O:48][C:49](=[O:50])[CH3:51].[CH:32]([N:33]([CH:34]([CH3:35])[CH3:36])[CH2:37][CH3:38])([CH3:39])[CH3:40].[Cl:1][c:2]1[cH:3][cH:4][c:5]([N+:18](=[O:19])[O-:20])[c:6]([NH:8][c:9]2[n:10][nH:11][c:12]([O:14][CH:15]([CH3:16])[CH3:17])[cH:13]2)[n:7]1.[ClH:21].[F:22][c:23]1[cH:24][cH:25][c:26]([CH:29]([CH3:30])[NH2:31])[n:27][cH:28]1>>[c:2]1([NH:31][CH:29]([c:26]2[cH:25][cH:24][c:23]([F:22])[cH:28][n:27]2)[CH3:30])[cH:3][cH:4][c:5]([N+:18](=[O:19])[O-:20])[c:6]([NH:8][c:9]2[n:10][nH:11][c:12]([O:14][CH:15]([CH3:16])[CH3:17])[cH:13]2)[n:7]1. Reactants: CS(C)=O, OCC1CO1, Cl, N#N, [Na+], [OH-], O=C(O)C=Cc1ccc(O)cc1, OCC(O)CO. The product is O=C(O)C=Cc1ccccc1. As a reaction SMILES: [CH3:23][S:24]([CH3:25])=[O:26].[CH:17]1([CH2:20][OH:21])[O:18][CH2:19]1.[ClH:22].[N:15]#[N:16].[Na+:14].[OH-:13].[OH:1][c:2]1[cH:3][cH:4][c:5]([CH:6]=[CH:7][C:8](=[O:9])[OH:10])[cH:11][cH:12]1.[OH:27][CH2:28][CH:29]([CH2:30][OH:31])[OH:32]>>[cH:2]1[cH:3][cH:4][c:5]([CH:6]=[CH:7][C:8](=[O:9])[OH:10])[cH:11][cH:12]1. Solvent: C(C)OCC (diethyl ether), C(C)OCC (diethyl ether). Procedure details: To a mixture of 24 g. of 6-acetyl-2-naphthyl-α-methylacetic acid and 200 ml. of diethyl ether are added 4.2 g. of diazomethane in 100 ml. of diethyl ether. The resulting mixture is evaporated to give methyl 6-acetyl-2-naphthyl-α-methylacetate. The product is added to 200 ml. of aqueous 20% sodium hypochlorite. The resulting mixture is allowed to stand for four hours at room temperature. The mixture is acidified by the addition of aqueous 1N hydrochloric acid and extracted with diethyl ether. The... RXN SMILES: [C:1]([C:4]1[CH:5]=[C:6]2[C:11](=[CH:12][CH:13]=1)[CH:10]=[C:9]([CH:14]([CH3:18])[C:15]([OH:17])=[O:16])[CH:8]=[CH:7]2)(=[O:3])[CH3:2].[N+](=[CH2:21])=[N-]>C(OCC)C>[C:1]([C:4]1[CH:5]=[C:6]2[C:11](=[CH:12][CH:13]=1)[CH:10]=[C:9]([CH:14]([CH3:18])[C:15]([O:17][CH3:21])=[O:16])[CH:8]=[CH:7]2)(=[O:3])[CH3:2]. The reactants are C(C)(=O)C=1C=C2C=CC(=CC2=CC1)C(C(=O)O)C (6-acetyl-2-naphthyl-α-methylacetic acid), [N+](=[N-])=C (diazomethane). Product: C(C)(=O)C=1C=C2C=CC(=CC2=CC1)C(C(=O)OC)C (methyl 6-acetyl-2-naphthyl-α-methylacetate). Reactants: OC1=C2CCNC(C2=CC=C1)=O (3,4-dihydro-5-hydroxy-1(2H)-isoquinolinone), C([O-])([O-])=O.[K+].[K+] (potassium carbonate), BrC(CCCl)O (1-bromo-3-chloropropanol). Solvent: C(C)O (ethanol). Reaction conditions: time 5 hour. The product is ClCCCOC1=C2CCNC(C2=CC=C1)=O (5-(3-chloropropoxy)-3,4-dihydro-1(2H)-isoquinolinone). Isolated yield 84.4%. Reaction SMILES: [OH:1][C:2]1[CH:11]=[CH:10][CH:9]=[C:8]2[C:3]=1[CH2:4][CH2:5][NH:6][C:7]2=[O:12].C(=O)([O-])[O-].[K+].[K+].Br[CH:20](O)[CH2:21][CH2:22][Cl:23]>C(O)C>[Cl:23][CH2:22][CH2:21][CH2:20][O:1][C:2]1[CH:11]=[CH:10][CH:9]=[C:8]2[C:3]=1[CH2:4][CH2:5][NH:6][C:7]2=[O:12] |f:1.2.3|. Reported procedure: A mixture of 3.0 g (22.0 mmol) of 3,4-dihydro-5-hydroxy-1(2H)-isoquinolinone and 6.7 g (48.5 mmol) of potassium carbonate in 100 ml of ethanol was refluxed for one hour. Then 10.9 ml (100 mmol) of 1-bromo-3-chloropropanol was added and refluxing continued for five hours. The solution was cooled and concentrated. The residue was dissolved in chloroform, filtered and concentrated to provide 4.45 g (85%) of 5-(3-chloropropoxy)-3,4-dihydro-1(2H)-isoquinolinone; mp 131.5°-133°.